This data is from the Open Reaction Database (ORD), a public repository of structured organic reaction records. The task is: describe an organic reaction: reactants, conditions, products, and yield Starting materials: chlorohydrin, CS(=O)(=O)C1=C(C=C(C=C1)O)C(C)C (4-(methylsulfonyl)-3-isopropylphenol), C(C)(C)N (isopropylamine), ( a ). The product is C(C)(C)NCC(COC1=CC(=C(C=C1)S(=O)(=O)C)C(C)C)O (1-(ISOPROPYLAMINO)-3-[4-(METHYLSULFONYL)-3-ISOPROPYLPHENOXY]-2-PROPANOL). Reaction SMILES: [CH3:1][S:2]([C:5]1[CH:10]=[CH:9][C:8]([OH:11])=[CH:7][C:6]=1[CH:12]([CH3:14])[CH3:13])(=[O:4])=[O:3].[CH:15]([NH2:18])([CH3:17])[CH3:16]>>[CH:15]([NH:18][CH2:7][CH:8]([OH:11])[CH2:9][O:11][C:8]1[CH:9]=[CH:10][C:5]([S:2]([CH3:1])(=[O:3])=[O:4])=[C:6]([CH:12]([CH3:14])[CH3:13])[CH:7]=1)([CH3:17])[CH3:16]. Reported procedure: Reaction of the chlorohydrin derivative of 4-(methylsulfonyl)-3-isopropylphenol with isopropylamine according to the procedure of Example 1 (a) affords 1-(ISOPROPYLAMINO)-3-[4-(METHYLSULFONYL)-3-ISOPROPYLPHENOXY]-2-PROPANOL. Starting materials: S1C(=CC=C1)C1C(NCCN1C(C)=O)=O (3-(2-thienyl)-4-acetylpiperazin-2-one), potassium tert.-butylate, C(C)OC(CCl)=O (ethylchloroacetate). The solvent is CS(=O)C (dimethyl sulphoxide). Run at time 12 hour. Product: C(=O)(OCC)CN1C(C(N(CC1)C(C)=O)C=1SC=CC1)=O (1-carboethoxymethyl-3-(2-thienyl)-4-acetylpiperazin-2-one). Yield: 83.9%. RXN SMILES: [S:1]1[CH:5]=[CH:4][CH:3]=[C:2]1[CH:6]1[N:11]([C:12](=[O:14])[CH3:13])[CH2:10][CH2:9][NH:8][C:7]1=[O:15].[CH2:16]([O:18][C:19](=[O:22])[CH2:20]Cl)[CH3:17]>CS(C)=O>[C:19]([CH2:20][N:8]1[CH2:9][CH2:10][N:11]([C:12](=[O:14])[CH3:13])[CH:6]([C:2]2[S:1][CH:5]=[CH:4][CH:3]=2)[C:7]1=[O:15])([O:18][CH2:16][CH3:17])=[O:22]. Procedure details: 12 g (0.053 mol) of 3-(2-thienyl)-4-acetylpiperazin-2-one, prepared in accordance with Example 17, are stirred with 6.6 g (0.059 mol) of potassium tert.-butylate in 100 ml of dimethyl sulphoxide. After removing 10 ml of dimethyl sulphoxide by distillation in vacuo, 6.4 g (0.059 mol) of ethylchloroacetate are added dropwise at room temperature and the mixture is stirred for a further 12 hours. The dimethyl sulphoxide is removed by evaporation in vacuo, the residue is stirred with water and taken ...